From a dataset of the Open Reaction Database (ORD), a public repository of structured organic reaction records. describe an organic reaction: reactants, conditions, products, and yield Reactants: CC(C)C=1C=C(C=CC1)NC=1C=C(SC1C)C(=S)OC (Methyl 4-{[3-(methylethyl)phenyl]amino}-5-methylthiothiophene-2-carboxylate), NC=1C=C(SC1C)C(=S)OC (methyl 4-amino-5-methylthiothiophene-2-carboxylate), C(C)(C)C=1C=C(C=CC1)B(O)O (3-isopropylphenyl boronic acid). Yields the product CC=1C(=C(C=CC1)NC=1C=C(SC1C)C(=S)OC)CC (methyl 4-[(3-methylethylphenyl)amino]-5-methylthiothiophene-2-carboxylate). Yield: 19.5%. RXN SMILES: C[CH:2]([C:4]1[CH:5]=[C:6]([NH:10][C:11]2[CH:12]=[C:13]([C:17]([O:19][CH3:20])=[S:18])[S:14][C:15]=2[CH3:16])[CH:7]=[CH:8][CH:9]=1)C.N[C:22]1C=C(C(OC)=S)S[C:26]=1C.C(C1C=C(B(O)O)C=CC=1)(C)C>>[CH3:2][C:4]1[C:5]([CH2:22][CH3:26])=[C:6]([NH:10][C:11]2[CH:12]=[C:13]([C:17]([O:19][CH3:20])=[S:18])[S:14][C:15]=2[CH3:16])[CH:7]=[CH:8][CH:9]=1. Procedure: Methyl 4-{[3-(methylethyl)phenyl]amino}-5-methylthiothiophene-2-carboxylate: Using a procedure similar to Example 208, step (a), 74.4 mg (0.36 mmol) of methyl 4-amino-5-methylthiothiophene-2-carboxylate was allowed to react with 118 mg (2 equiv, 0.72 mmol) of 3-isopropylphenyl boronic acid to give 22.6 mg (19.5%) of methyl 4-[(3-methylethylphenyl)amino]-5-methylthiothiophene-2-carboxylate. 1H NMR (CDCl3, 400 MHz) δ 1.27 (d, 6H, J=6.9 Hz), 2.40 (s, 3H), 2.89 (m, 1H), 3.88 (s, 3H), 6.15 (s, 1H), 6... Reactants: CN(CCNC1=CC=C(C=N1)C1=CC=2N(C(N(C(C2N1)=O)CCC)=O)CCC)C (6-(6-(2-(dimethylamino)ethylamino)pyridin-3-yl)-1,3-dipropyl-1H-pyrrolo[3,2-d]pyrimidine-2,4(3H,5H)-dione), FC1=CC=C(C=C1)N=C=O (4-fluorophenyl isocyanate). Solvent: C1CCOC1 (THF). Reaction conditions: temperature 85 celsius, time 3 day. Yields the product CN(CCN(C(=O)NC1=CC=C(C=C1)F)C1=NC=C(C=C1)C1=CC=2N(C(N(C(C2N1)=O)CCC)=O)CCC)C (1-(2-(dimethylamino)ethyl)-3-(4-fluorophenyl)-1-(5-(2,3,4,5-tetrahydro-2,4-dioxo-1,3-dipropyl-1H-pyrrolo[3,2-d]pyrimidin-6-yl)pyridin-2-yl)urea). Isolated yield 46.8%. Reaction SMILES: [CH3:1][N:2]([CH3:29])[CH2:3][CH2:4][NH:5][C:6]1[N:11]=[CH:10][C:9]([C:12]2[NH:20][C:19]3[C:18](=[O:21])[N:17]([CH2:22][CH2:23][CH3:24])[C:16](=[O:25])[N:15]([CH2:26][CH2:27][CH3:28])[C:14]=3[CH:13]=2)=[CH:8][CH:7]=1.[F:30][C:31]1[CH:36]=[CH:35][C:34]([N:37]=[C:38]=[O:39])=[CH:33][CH:32]=1>C1COCC1>[CH3:29][N:2]([CH3:1])[CH2:3][CH2:4][N:5]([C:6]1[CH:7]=[CH:8][C:9]([C:12]2[NH:20][C:19]3[C:18](=[O:21])[N:17]([CH2:22][CH2:23][CH3:24])[C:16](=[O:25])[N:15]([CH2:26][CH2:27][CH3:28])[C:14]=3[CH:13]=2)=[CH:10][N:11]=1)[C:38]([NH:37][C:34]1[CH:35]=[CH:36][C:31]([F:30])=[CH:32][CH:33]=1)=[O:39]. Reported procedure: 9c (35 mg) was suspended in THF (3 ml) in a pressure tube, 4-fluorophenyl isocyanate (130 mg) was added and the mixture was stirred at 85° C. for 3 days. After cooling to room temperature, the mixture was evaporated and the solid was stirred with ether and filtered The mother liquid contained most of the product. After removal of the solvent, the residue was purified by column (14 g silica gel, RT Scientific) (CH2Cl2: MeOH=100:0 to 95:5) to give the product (11c) (22 mg). HPLC condition: MeOH 40... Starting materials: CN(C)C=O, OCc1ccc(Cl)cc1, O=c1c(Cl)c(Cl)cnn1-c1ccc(Cl)cn1, [K+], [OH-]. Product: O=c1c(Cl)c(OCc2ccc(Cl)cc2)cnn1-c1ccc(Cl)cn1. Reaction SMILES: [CH3:28][N:29]([CH3:30])[CH:31]=[O:32].[Cl:17][c:18]1[cH:19][cH:20][c:21]([CH2:22][OH:23])[cH:24][cH:25]1.[Cl:1][c:2]1[cH:3][cH:4][c:5](-[n:8]2[n:9][cH:10][c:11]([Cl:16])[c:12]([Cl:15])[c:13]2=[O:14])[n:6][cH:7]1.[K+:27].[OH-:26]>>[Cl:1][c:2]1[cH:3][cH:4][c:5](-[n:8]2[n:9][cH:10][c:11]([O:23][CH2:22][c:21]3[cH:20][cH:19][c:18]([Cl:17])[cH:25][cH:24]3)[c:12]([Cl:15])[c:13]2=[O:14])[n:6][cH:7]1. The reactants are FC1=CC=C(C=C1)[C@@]1(O[C@H]1C)CN1N=CN=C1 ((2R,3S)-2-(4-Fluorophenyl)-3-methyl-2-(1H-1,2,4-triazol-1-yl)methyloxirane), FC(C(F)F)(OC1=CC=C(C=C1)N1C(NC=C1)=O)F (1-[4-(1,1,2,2-tetrafluoroethoxy)phenyl]-2(1H,3H)-imidazolone), C([O-])([O-])=O.[Cs+].[Cs+] (cesium carbonate), CN(C=O)C (N,N-dimethylformamide). Solvent: C(C)(=O)OCC (ethyl acetate). Conditions: temperature 80 celsius, time 5 hour. The product is FC1=CC=C(C=C1)[C@]([C@@H](C)N1C(N(C=C1)C1=CC=C(C=C1)OC(C(F)F)(F)F)=O)(CN1N=CN=C1)O (1-[(1R,2R)-2-(4-fluorophenyl)-2-hydroxy-1-methyl-3-(1H-1,2,4-triazol-1-yl)propyl]-3-[4-(1,1,2,2-tetrafluoroethoxy)phenyl]-2(1H,3H)-imidazolone). Yield: 36.9%. As a reaction SMILES: [F:1][C:2]1[CH:7]=[CH:6][C:5]([C@@:8]2([CH2:12][N:13]3[CH:17]=[N:16][CH:15]=[N:14]3)[C@H:10]([CH3:11])[O:9]2)=[CH:4][CH:3]=1.[F:18][C:19]([F:36])([O:23][C:24]1[CH:29]=[CH:28][C:27]([N:30]2[CH:34]=[CH:33][NH:32][C:31]2=[O:35])=[CH:26][CH:25]=1)[CH:20]([F:22])[F:21].C(=O)([O-])[O-].[Cs+].[Cs+].CN(C)C=O>C(OCC)(=O)C>[F:1][C:2]1[CH:7]=[CH:6][C:5]([C@@:8]([OH:9])([CH2:12][N:13]2[CH:17]=[N:16][CH:15]=[N:14]2)[C@H:10]([N:32]2[CH:33]=[CH:34][N:30]([C:27]3[CH:26]=[CH:25][C:24]([O:23][C:19]([F:36])([F:18])[CH:20]([F:22])[F:21])=[CH:29][CH:28]=3)[C:31]2=[O:35])[CH3:11])=[CH:4][CH:3]=1 |f:2.3.4|. Reported procedure: (2R,3S)-2-(4-Fluorophenyl)-3-methyl-2-(1H-1,2,4-triazol-1-yl)methyloxirane (1.5 g), 2.66 g of 1-[4-(1,1,2,2-tetrafluoroethoxy)phenyl]-2(1H,3H)-imidazolone and 6.3 g of cesium carbonate were added to 25 ml of N,N-dimethylformamide. The mixture was stirred at 80° C. for five hours. After cooling, the reaction solution was diluted with 100 ml of ethyl acetate, and washed with water (100 ml×2) and a saturated aqueous solution of sodium chloride (100 ml) successively. The ethyl acetate layer was drie... Starting materials: O=C1Cc2cc(Br)ccc2N1, Cc1[nH]c(C=O)c(C)c1CCCN(C)C. Yields the product Cc1[nH]c(C=C2C(=O)Nc3ccc(Br)cc32)c(C)c1CCCN(C)C. As a reaction SMILES: [Br:1][c:2]1[cH:3][c:4]2[c:8]([cH:9][cH:10]1)[NH:7][C:6](=[O:11])[CH2:5]2.[CH3:12][N:13]([CH2:14][CH2:15][CH2:16][c:17]1[c:18]([CH3:25])[c:19]([CH:23]=[O:24])[nH:20][c:21]1[CH3:22])[CH3:26]>>[Br:1][c:2]1[cH:3][c:4]2[c:8]([cH:9][cH:10]1)[NH:7][C:6](=[O:11])[C:5]2=[CH:23][c:19]1[c:18]([CH3:25])[c:17]([CH2:16][CH2:15][CH2:14][N:13]([CH3:12])[CH3:26])[c:21]([CH3:22])[nH:20]1. Reactants: O=C([O-])[O-], COc1ccc(CN2CCNCC2(C)C)cc1, [Cs+], [Cs+], CS(=O)(=O)OCc1ccc([N+](=O)[O-])cn1, CN(C)C=O. The product is COc1ccc(CN2CCN(Cc3ccc([N+](=O)[O-])cn3)CC2(C)C)cc1. Reaction SMILES: [C:33](=[O:34])([O-:35])[O-:36].[CH3:16][O:17][c:18]1[cH:19][cH:20][c:21]([CH2:22][N:23]2[C:24]([CH3:29])([CH3:30])[CH2:25][NH:26][CH2:27][CH2:28]2)[cH:31][cH:32]1.[Cs+:37].[Cs+:38].[N+:1](=[O:2])([O-:3])[c:4]1[cH:5][cH:6][c:7]([CH2:10][O:11][S:12]([CH3:13])(=[O:14])=[O:15])[n:8][cH:9]1.[O:39]=[CH:40][N:41]([CH3:42])[CH3:43]>>[N+:1](=[O:2])([O-:3])[c:4]1[cH:5][cH:6][c:7]([CH2:10][N:26]2[CH2:25][C:24]([CH3:29])([CH3:30])[N:23]([CH2:22][c:21]3[cH:20][cH:19][c:18]([O:17][CH3:16])[cH:32][cH:31]3)[CH2:28][CH2:27]2)[n:8][cH:9]1.